From a dataset of the Open Reaction Database (ORD), a public repository of structured organic reaction records. describe an organic reaction: reactants, conditions, products, and yield The reactants are CCOC(=O)C=C(CCCCc1ccccc1)c1ccc(OC)c(OC)c1, CCO, [H][H]. Yields the product CCOC(=O)CC(CCCCc1ccccc1)c1ccc(OC)c(OC)c1. As a reaction SMILES: [CH3:1][O:2][c:3]1[cH:4][c:5]([C:11](=[CH:12][C:13](=[O:14])[O:15][CH2:16][CH3:17])[CH2:18][CH2:19][CH2:20][CH2:21][c:22]2[cH:23][cH:24][cH:25][cH:26][cH:27]2)[cH:6][cH:7][c:8]1[O:9][CH3:10].[CH3:30][CH2:31][OH:32].[H:28][H:29]>>[CH3:1][O:2][c:3]1[cH:4][c:5]([CH:11]([CH2:12][C:13](=[O:14])[O:15][CH2:16][CH3:17])[CH2:18][CH2:19][CH2:20][CH2:21][c:22]2[cH:23][cH:24][cH:25][cH:26][cH:27]2)[cH:6][cH:7][c:8]1[O:9][CH3:10].